This data is from the Open Reaction Database (ORD), a public repository of structured organic reaction records. The task is: describe an organic reaction: reactants, conditions, products, and yield Starting materials: C1(CCC1)C(=O)OCC (ethyl cyclobutanecarboxylate), Cl[Si](C)(C)C (Chlorotrimethylsilane), C(CCC)[Li] (n-butyllithium), C(C)(C)NC(C)C (diisopropylamine), resultant solution. The solvent is C1CCOC1 (THF), C1CCOC1 (THF), CCCCCC (hexane). Conditions: temperature -78 celsius, time 30 minute. Yields the product C1(CCC1)=C(O[Si](C)(C)C)OCC ((cyclobutylidene(ethoxy)methoxy)trimethylsilane). RXN SMILES: C([Li])CCC.C(NC(C)C)(C)C.[CH:13]1([C:17]([O:19][CH2:20][CH3:21])=[O:18])[CH2:16][CH2:15][CH2:14]1.Cl[Si:23]([CH3:26])([CH3:25])[CH3:24]>C1COCC1.CCCCCC>[C:13]1(=[C:17]([O:19][CH2:20][CH3:21])[O:18][Si:23]([CH3:26])([CH3:25])[CH3:24])[CH2:16][CH2:15][CH2:14]1. Procedure: A 1.6 M hexane solution of n-butyllithium (2.72 mL, 4.34 mmol) was added to a solution of diisopropylamine (440 mg, 4.34 mmol) in THF (6 mL) at −78° C. over 5 minutes. The resultant solution was warmed to 0° C. for 30 min and cooled to −78° C. A solution of ethyl cyclobutanecarboxylate (464 mg, 3.62 mmol) in THF (1 mL) was added dropwise. The mixture was stirred at −78° C. for 30 min. Chlorotrimethylsilane (0.597 mL, 4.71 mmol) was added. The mixture was warmed to room temperature over 1 h, quen...